This data is from the Open Reaction Database (ORD), a public repository of structured organic reaction records. The task is: describe an organic reaction: reactants, conditions, products, and yield Starting materials: C(C)N(C(C1=CC(=CC=C1)F)=O)CC (N,N-diethyl-3-fluorobenzamide), N,N-Diethylbenzamides, COC=1C=CC(=CC1)P2(=S)SP(=S)(S2)C=3C=CC(=CC3)OC (Lawesson's reagent). The solvent is xylenes. Product: C(C)N(C(C1=CC(=CC=C1)F)=S)CC (N,N-diethyl-3-(fluoro)thiobenzamide). Isolated yield 142.0%. Reaction SMILES: [CH2:1]([N:3]([CH2:13][CH3:14])[C:4](=O)[C:5]1[CH:10]=[CH:9][CH:8]=[C:7]([F:11])[CH:6]=1)[CH3:2].COC1C=CC(P2(SP(C3C=CC(OC)=CC=3)(=S)S2)=[S:24])=CC=1>>[CH2:1]([N:3]([CH2:13][CH3:14])[C:4](=[S:24])[C:5]1[CH:10]=[CH:9][CH:8]=[C:7]([F:11])[CH:6]=1)[CH3:2]. Procedure details: A mixture of N,N-diethyl-3-fluorobenzamide (4.69 g, 24 mmol) (of Mills, et al., "Directed Ortho Metalation of N,N-Diethylbenzamides. Silicon Protection of Ortho Sites and the o-Methyl Group," J. of Organic Chemistry 54: 4372-4385, 1989), Lawesson's reagent (6.47 g, 16 mmol) and xylenes (150 mL) was refluxed overnight, then was concentrated and kugelrohr distilled (105°-110° C. at 0.25 torr) to yield 4.8 g N,N-diethyl-3-(fluoro)thiobenzamide as a yellow oil, a 95% yield.